This data is from the Open Reaction Database (ORD), a public repository of structured organic reaction records. The task is: describe an organic reaction: reactants, conditions, products, and yield Starting materials: ClCN1S(N(C(C1=O)C(C)C)C)(=O)=O (2-chloromethyl-4-isopropyl-5-methyl-1,2,5-thiadiazolidin-3-one 1,1-dioxide), ClC1=C(C(=O)O)C(=CC=C1)Cl (2,6-dichlorobenzoic acid), C([O-])([O-])=O.[K+].[K+] (potassium carbonate). Reagents/catalysts: [Br-].C(CCC)[N+](CCCC)(CCCC)CCCC (tetrabutylammonium bromide). Solvent: CN(C)C=O (DMF), ice water. Product: ClC1=C(C(=CC=C1)Cl)C(=O)OCN1S(N(C(C1=O)C(C)C)C)(=O)=O (2-(2,6-dichlorophenylcarbonyloxymethyl)-4-isopropyl-5-methyl-1,2,5-thiadiazolidin-3-one 1,1-dioxide). Isolated yield 62.0%. RXN SMILES: Cl[CH2:2][N:3]1[C:7](=[O:8])[CH:6]([CH:9]([CH3:11])[CH3:10])[N:5]([CH3:12])[S:4]1(=[O:14])=[O:13].[Cl:15][C:16]1[CH:24]=[CH:23][CH:22]=[C:21]([Cl:25])[C:17]=1[C:18]([OH:20])=[O:19].C(=O)([O-])[O-].[K+].[K+]>CN(C=O)C.[Br-].C([N+](CCCC)(CCCC)CCCC)CCC>[Cl:15][C:16]1[CH:24]=[CH:23][CH:22]=[C:21]([Cl:25])[C:17]=1[C:18]([O:20][CH2:2][N:3]1[C:7](=[O:8])[CH:6]([CH:9]([CH3:11])[CH3:10])[N:5]([CH3:12])[S:4]1(=[O:14])=[O:13])=[O:19] |f:2.3.4,6.7|. Procedure details: To a solution of 2-chloromethyl-4-isopropyl-5-methyl-1,2,5-thiadiazolidin-3-one 1,1-dioxide (0.5 g; 2.08 mmol) in 10 ml of DMF was added at room temperature 2,6-dichlorobenzoic acid (0.44 g; 2.3 mmol), potassium carbonate (0.43 g, 3.1 mmol), and tetrabutylammonium bromide (67 mg; 0.21 mmol) and the resulting solution was allowed to react at 60°-70° C. for 2 hours and then cooled. The mixture was diluted with ice/water, extracted with ether/ethyl acetate (5:1, 400 ml), and the organic layer was w... Reactants: NC[C@H]1N(CCC[C@H]1C)C(=O)C1=C(C=CC(=C1)C)C1=NC=CC=C1 (((2S,3R)-2-(aminomethyl)-3-methylpiperidin-1-yl)(5-methyl-2-(pyridin-2-yl)phenyl)methanone), ClC1=NC=C(C=N1)F (2-chloro-5-fluoropyrimidine). Yields the product FC=1C=NC(=NC1)NC[C@H]1N(CCC[C@H]1C)C(=O)C1=C(C=CC(=C1)C)C1=NC=CC=C1 (((2S,3R)-2-(((5-Fluoropyrimidin-2-yl)amino)methyl)-3-methylpiperidin-1-yl)(5-methyl-2-(pyridin-2-yl)phenyl)methanone). RXN SMILES: [NH2:1][CH2:2][C@@H:3]1[C@H:8]([CH3:9])[CH2:7][CH2:6][CH2:5][N:4]1[C:10]([C:12]1[CH:17]=[C:16]([CH3:18])[CH:15]=[CH:14][C:13]=1[C:19]1[CH:24]=[CH:23][CH:22]=[CH:21][N:20]=1)=[O:11].Cl[C:26]1[N:31]=[CH:30][C:29]([F:32])=[CH:28][N:27]=1>>[F:32][C:29]1[CH:28]=[N:27][C:26]([NH:1][CH2:2][C@@H:3]2[C@H:8]([CH3:9])[CH2:7][CH2:6][CH2:5][N:4]2[C:10]([C:12]2[CH:17]=[C:16]([CH3:18])[CH:15]=[CH:14][C:13]=2[C:19]2[CH:24]=[CH:23][CH:22]=[CH:21][N:20]=2)=[O:11])=[N:31][CH:30]=1. Reported procedure: The title compound was prepared following the same general protocol as described for Example A1, using ((2S,3R)-2-(aminomethyl)-3-methylpiperidin-1-yl)(5-methyl-2-(pyridin-2-yl)phenyl)methanone and 2-chloro-5-fluoropyrimidine. ESI-MS (m/z): 420 [M+1]+. The reactants are BrCCCC1=CC(=C(C=C1)OC)OC (1-(3-bromopropyl)-3,4-dimethoxybenzene), COC(C1=C(C(=C(C=C1)O)CCC)O)=O (2,4-dihydroxy-3-propylbenzoic acid methyl ester), C([O-])([O-])=O.[K+].[K+] (potassium carbonate), [I-].[K+] (potassium iodide). Run in CC(=O)C (acetone). The product is COC(C1=C(C(=C(C=C1)OCCCC1=CC(=C(C=C1)OC)OC)CCC)O)=O (4-[3-(3,4-dimethoxyphenyl)propoxy]-2-hydroxy-3-propylbenzoic acid methyl ester). The yield is 56.2%. RXN SMILES: Br[CH2:2][CH2:3][CH2:4][C:5]1[CH:10]=[CH:9][C:8]([O:11][CH3:12])=[C:7]([O:13][CH3:14])[CH:6]=1.[CH3:15][O:16][C:17](=[O:29])[C:18]1[CH:23]=[CH:22][C:21]([OH:24])=[C:20]([CH2:25][CH2:26][CH3:27])[C:19]=1[OH:28].C(=O)([O-])[O-].[K+].[K+].[I-].[K+]>CC(C)=O>[CH3:15][O:16][C:17](=[O:29])[C:18]1[CH:23]=[CH:22][C:21]([O:24][CH2:2][CH2:3][CH2:4][C:5]2[CH:10]=[CH:9][C:8]([O:11][CH3:12])=[C:7]([O:13][CH3:14])[CH:6]=2)=[C:20]([CH2:25][CH2:26][CH3:27])[C:19]=1[OH:28] |f:2.3.4,5.6|. Procedure details: A mixture of 9.5 g (0.037 mol) of 1-(3-bromopropyl)-3,4-dimethoxybenzene [G. H. Douglas, C. R. Walk and H. Smith, J. Med. Chem., 9, 27 (1966)], 7.0 g (0.033 mol) of 2,4-dihydroxy-3-propylbenzoic acid methyl ester, 6.9 g (0.05 mol) of potassium carbonate and 8.3 g (0.05 mol) of potassium iodide in 250 mL of acetone was stirred at reflux for 24 hours. The reaction mixture was filtered and the filtrate was concentrated under reduced pressure to an oil which was purified by high pressure liquid chro... Reactants: C1CCOC1, Oc1ccc2nc(Nc3ccccc3)cnc2c1, CCOC(=O)N=NC(=O)OCC, OC1CCOC1, c1ccc(P(c2ccccc2)c2ccccc2)cc1. Product: c1ccc(Nc2cnc3cc(OC4CCOC4)ccc3n2)cc1. Reaction SMILES: [CH2:56]1[O:57][CH2:58][CH2:59][CH2:60]1.[NH:1]([c:2]1[cH:3][cH:4][cH:5][cH:6][cH:7]1)[c:8]1[n:9][c:10]2[cH:11][cH:12][c:13]([OH:18])[cH:14][c:15]2[n:16][cH:17]1.[O:44]=[C:45]([O:46][CH2:47][CH3:48])[N:49]=[N:50][C:51]([O:52][CH2:53][CH3:54])=[O:55].[OH:19][CH:20]1[CH2:21][O:22][CH2:23][CH2:24]1.[c:25]1([P:26]([c:27]2[cH:28][cH:29][cH:30][cH:31][cH:32]2)[c:33]2[cH:34][cH:35][cH:36][cH:37][cH:38]2)[cH:39][cH:40][cH:41][cH:42][cH:43]1>>[NH:1]([c:2]1[cH:3][cH:4][cH:5][cH:6][cH:7]1)[c:8]1[n:9][c:10]2[cH:11][cH:12][c:13]([O:18][CH:20]3[CH2:21][O:22][CH2:23][CH2:24]3)[cH:14][c:15]2[n:16][cH:17]1. Starting materials: O (water), C(=O)C=1N=C2N(C3=CC=C(C=C3NC2=O)C(F)(F)F)C1CC=1NC=CN1 (2-formyl-1-(1-imidazolylmethyl)-7-trifluoromethylimidazo[1,2-a]quinoxalin-4(5H)-one), [Cl-].O[NH3+] (hydroxylammonium chloride), C(C)(=O)[O-].[Na+] (sodiumacetate). Solvent: CO (methanol), CO (methanol). Conditions: temperature 70 celsius. Yields the product ON=CC=1N=C2N(C3=CC=C(C=C3NC2=O)C(F)(F)F)C1CC=1NC=CN1 (2-Hydroxyiminomethyl-1-(1-imidazolylmethyl)-7-trifluoromethylimidazo[1,2-a]quinoxalin-4(5H)-one). Isolated yield 57.8%. As a reaction SMILES: [CH:1]([C:3]1[N:4]=[C:5]2[C:14](=[O:15])[NH:13][C:12]3[C:7](=[CH:8][CH:9]=[C:10]([C:16]([F:19])([F:18])[F:17])[CH:11]=3)[N:6]2[C:20]=1[CH2:21][C:22]1[NH:23][CH:24]=[CH:25][N:26]=1)=O.[Cl-].[OH:28][NH3+:29].C([O-])(=O)C.[Na+].O>CO>[OH:28][N:29]=[CH:1][C:3]1[N:4]=[C:5]2[C:14](=[O:15])[NH:13][C:12]3[C:7](=[CH:8][CH:9]=[C:10]([C:16]([F:17])([F:18])[F:19])[CH:11]=3)[N:6]2[C:20]=1[CH2:21][C:22]1[NH:26][CH:25]=[CH:24][N:23]=1 |f:1.2,3.4|. Reported procedure: To a solution of 2-formyl-1-(1-imidazolylmethyl)-7-trifluoromethylimidazo[1,2-a]quinoxalin-4(5H)-one (250 mg, 0.69 mmol) in methanol (10 ml) was added a mixture of hydroxylammonium chloride (65 mg, 0.95 mmol) and sodiumacetate (150 mg, 1.10 mmol) in methanol (10 ml). The reaction mixture was heated at 70° C. for 1.5 h, followed by addition of water (10 ml). The precipitate was filtered off and washed with water. Recrystalization from isopropanol/petroleum ether gave 150 mg (58%) of the title com... The reactants are COC1=C(CN)C=CC(=C1)OC (2,4-dimethoxybenzylamine), ClC1=NC2=CC=C(C=C2N=C1OC)OC (2-chloro-3,6-dimethoxyquinoxaline), O (water). Reported procedure: To 2-chloro-3,6-dimethoxyquinoxaline (3.87 g, 17.2 mmol) dissolved in dimethyl-sulfoxide (70 ml), 2,4-dimethoxybenzylamine (6.07 g, 36.3 mmol) was added at room temperature. The mixture was stirred at 60° C. for 118 hours and then water was added thereto. The product was extracted with ethyl acetate and the organic layer was washed with water and dried over MgSO4. After concentration under the reduced pressure, the crude product was purified by SiO2 column chromatography. Extraction of the resid... Product: COC=1C(=NC2=CC=C(C=C2N1)OC)NCC1=C(C=C(C=C1)OC)OC (3,6-Dimethoxy-2-(2,4-dimethoxybenzylamino)quinoxaline). Conditions: temperature 60 celsius, time 118 hour. Yield: 76.7%. As a reaction SMILES: Cl[C:2]1[C:11]([O:12][CH3:13])=[N:10][C:9]2[C:4](=[CH:5][CH:6]=[C:7]([O:14][CH3:15])[CH:8]=2)[N:3]=1.[CH3:16][O:17][C:18]1[CH:25]=[C:24]([O:26][CH3:27])[CH:23]=[CH:22][C:19]=1[CH2:20][NH2:21].O>CS(C)=O>[CH3:13][O:12][C:11]1[C:2]([NH:21][CH2:20][C:19]2[CH:22]=[CH:23][C:24]([O:26][CH3:27])=[CH:25][C:18]=2[O:17][CH3:16])=[N:3][C:4]2[C:9]([N:10]=1)=[CH:8][C:7]([O:14][CH3:15])=[CH:6][CH:5]=2. Run in CS(=O)C (dimethyl-sulfoxide). The reactants are CN(C1=CC=C(C(=O)C2=C(C(=O)O)C(=C(C(=C2Cl)Cl)Cl)Cl)C=C1)C (2-(4-(dimethylamino)benzoyl)-3,4,5,6-tetrachlorobenzoic acid), C(C)N(C1=CC(=CC=C1)N(CC)CC)CC (N,N,N',N'-tetraethyl-m-phenylenediamine), C(C)(=O)OC(C)=O (acetic anhydride). Solvent: CO (methanol). Run at temperature 91 celsius. The product is ClC1=C2COC(=O)C2=C(C(=C1Cl)Cl)Cl (4,5,6,7-tetrachlorophthalide). As a reaction SMILES: CN(C)C1C=CC([C:7]([C:9]2[C:17]([Cl:18])=[C:16]([Cl:19])[C:15]([Cl:20])=[C:14]([Cl:21])[C:10]=2[C:11]([OH:13])=[O:12])=O)=CC=1.C(N(CC)C1C=CC=C(N(CC)CC)C=1)C.C(OC(=O)C)(=O)C>CO>[Cl:18][C:17]1[C:16]([Cl:19])=[C:15]([Cl:20])[C:14]([Cl:21])=[C:10]2[C:9]=1[CH2:7][O:12][C:11]2=[O:13]. Reported procedure: A mixture of 2-(4-(dimethylamino)benzoyl)-3,4,5,6-tetrachlorobenzoic acid (16.28 g.), N,N,N',N'-tetraethyl-m-phenylenediamine (9.68 g.) and acetic anhydride (10 ml.) was heated (at 91° C.) during 2 hours. Addition of methanol (20 ml., then 12 ml., then 10 ml.) afforded 3-(2,4-bis-(diethylamino)phenyl)-3-(4-dimethylamino)phenyl)-4,5,6,7-tetrachlorophthalide (I: X = (CH3CH2)2N, Y2 = H, Y4 = (CH3)2N, Z4 = Z5 = Z6 = Z7 = Cl) in three fractions (m.p. 174°-176° C., m.p. 180°-181° C. and m.p. 180°-181°... The reactants are NC1=C(C=CC(=C1)CC)C(=O)N1CCCCC1 (2-amino-4-ethyl-phenyl-piperidin-1-yl-methanone), Cl[Sn]Cl (SnCl2), C(C)C1=CC(=C(C=C1)C(=O)N1CCCCC1)[N+](=O)[O-] ((4-ethyl-2-nitro-phenyl)-piperidin-1-yl-methanone), ClS(=O)(=O)C1=CC=CC2=NSN=C21 (4-chlorosulfonyl-2,1.3-benzothiadiazole). The solvent is O (H2O). Yields the product C(C)C=1C=CC(=C(C1)NS(=O)(=O)C1=CC=CC=2C1=NSN2)C(=O)N2CCCCC2 (Benzo[1,2,5]thiadiazole-4-sulfonic acid [5-ethyl-2-(piperidine-1-carbonyl)-phenyl]-amide). RXN SMILES: [NH2:1][C:2]1[CH:7]=[C:6]([CH2:8][CH3:9])[CH:5]=[CH:4][C:3]=1[C:10]([N:12]1[CH2:17][CH2:16][CH2:15][CH2:14][CH2:13]1)=[O:11].Cl[Sn]Cl.C(C1C=CC(C(N2CCCCC2)=O)=C([N+]([O-])=O)C=1)C.Cl[S:41]([C:44]1[C:52]2[C:48](=[N:49][S:50][N:51]=2)[CH:47]=[CH:46][CH:45]=1)(=[O:43])=[O:42]>O>[CH2:8]([C:6]1[CH:5]=[CH:4][C:3]([C:10]([N:12]2[CH2:17][CH2:16][CH2:15][CH2:14][CH2:13]2)=[O:11])=[C:2]([NH:1][S:41]([C:44]2[C:52]3=[N:51][S:50][N:49]=[C:48]3[CH:47]=[CH:46][CH:45]=2)(=[O:43])=[O:42])[CH:7]=1)[CH3:9]. Procedure details: To a stirred solution of 2-nitro-4-vinylbenzoic acid piperidine amide (100 mg, 0.39 mmol) in methanol (15 mL) was added Pd on carbon (10 wt %, 25 mg). The reaction mixture was maintained under ˜1 atm H2 and stirred for 12 h. The mixture was filtered through Celite® and concentrated in vacuo to yield (4-ethyl-2-nitro-phenyl)-piperidin-1-yl-methanone, which was subsequently reduced to (2-amino-4-ethyl-phenyl-piperidin-1-yl-methanone with SnCl2.2 H2O as described in EXAMPLE 5. The title compound wa...